Dataset: the Open Reaction Database (ORD), a public repository of structured organic reaction records. Task: describe an organic reaction: reactants, conditions, products, and yield Starting materials: NCC1=CN(C2=CC(=CC=C2C1=O)Cl)C1=CC=CC=C1 (3-(aminomethyl)-7-chloro-1-phenylquinolin-4(1H)-one), N1C=CC2=CC=C(C=C12)C(=O)O (1H-Indole-6-carboxylic acid). The product is ClC1=CC=C2C(C(=CN(C2=C1)C1=CC=CC=C1)CNC(=O)C1=CC=C2C=CNC2=C1)=O (1H-Indole-6-carboxylic acid (7-chloro-4-oxo-1-phenyl-1,4-dihydro-quinolin-3-ylmethyl)-amide). As a reaction SMILES: [NH2:1][CH2:2][C:3]1[C:12](=[O:13])[C:11]2[C:6](=[CH:7][C:8]([Cl:14])=[CH:9][CH:10]=2)[N:5]([C:15]2[CH:20]=[CH:19][CH:18]=[CH:17][CH:16]=2)[CH:4]=1.[NH:21]1[C:29]2[C:24](=[CH:25][CH:26]=[C:27]([C:30](O)=[O:31])[CH:28]=2)[CH:23]=[CH:22]1>>[Cl:14][C:8]1[CH:7]=[C:6]2[C:11]([C:12](=[O:13])[C:3]([CH2:2][NH:1][C:30]([C:27]3[CH:28]=[C:29]4[C:24]([CH:23]=[CH:22][NH:21]4)=[CH:25][CH:26]=3)=[O:31])=[CH:4][N:5]2[C:15]2[CH:16]=[CH:17][CH:18]=[CH:19][CH:20]=2)=[CH:10][CH:9]=1. Procedure: 1H-Indole-6-carboxylic acid (7-chloro-4-oxo-1-phenyl-1,4-dihydro-quinolin-3-ylmethyl)-amide was prepared starting from intermediate D and 1H-Indole-6-carboxylic acid. MS calcd. for C25H19ClN3O2 [(M+H)+] 428.1, obsd. 427.9. Product: CN1c2ccc(C(F)(F)F)cc2C(C)(C)CC1c1cccc(NC(C)(C)C(=O)O)c1. Reactants: CN1c2ccc(C(F)(F)F)cc2C(C)(C)CC1c1cccc(Br)c1, O=C([O-])[O-], CS(C)=O, [Cu]I, [K+], [K+], CC(C)(N)C(=O)O. As a reaction SMILES: [Br:1][c:2]1[cH:3][c:4]([CH:8]2[N:9]([CH3:24])[c:10]3[cH:11][cH:12][c:13]([C:20]([F:21])([F:22])[F:23])[cH:14][c:15]3[C:16]([CH3:18])([CH3:19])[CH2:17]2)[cH:5][cH:6][cH:7]1.[C:32](=[O:33])([O-:34])[O-:35].[CH3:38][S:39](=[O:40])[CH3:41].[Cu:42][I:43].[K+:36].[K+:37].[NH2:25][C:26]([C:27](=[O:28])[OH:29])([CH3:30])[CH3:31]>>[c:2]1([NH:25][C:26]([C:27](=[O:28])[OH:29])([CH3:30])[CH3:31])[cH:3][c:4]([CH:8]2[N:9]([CH3:24])[c:10]3[cH:11][cH:12][c:13]([C:20]([F:21])([F:22])[F:23])[cH:14][c:15]3[C:16]([CH3:18])([CH3:19])[CH2:17]2)[cH:5][cH:6][cH:7]1. Starting materials: C(C)N(C(C)C)C(C)C (N-ethyl-diisopropylamine), Cl.C(C)N=C=NCCCN(C)C (1-ethyl-3-(3-dimethylaminopropyl) carbodiimide hydrochloride), O.ON1N=NC2=C1C=CC=C2 (1-hydroxybenzotriazole hydrate), C(C)(C)C1=NC(=CC(=C1C(=O)O)C)N1CCOCC1 (2-isopropyl-4-methyl-6-morpholin-4-yl-pyridine-3-carboxylic acid), NC[C@H]1[C@@H](CCCC1)O ((1R,2S)-2-(aminomethyl)cyclohexanol). Solvent: C(C)(=O)OCC (ethyl acetate), [Cl-].[NH4+] (ammonium chloride), ClCCl (dichloromethane). Conditions: time 15 minute. The product is O[C@H]1[C@@H](CCCC1)CNC(=O)C=1C(=NC(=CC1C)N1CCOCC1)C(C)C (N-[[(1S,2R)-2-hydroxy-cyclohexyl]-methyl]-2-isopropyl-4-methyl-6-morpholin-4-yl-pyridine-3-carboxylic acid amide). Isolated yield 63.0%. RXN SMILES: [CH:1]([C:4]1[C:9]([C:10]([OH:12])=O)=[C:8]([CH3:13])[CH:7]=[C:6]([N:14]2[CH2:19][CH2:18][O:17][CH2:16][CH2:15]2)[N:5]=1)([CH3:3])[CH3:2].C(N(C(C)C)C(C)C)C.Cl.C(N=C=NCCCN(C)C)C.O.ON1C2C=CC=CC=2N=N1.[NH2:52][CH2:53][C@@H:54]1[CH2:59][CH2:58][CH2:57][CH2:56][C@H:55]1[OH:60]>ClCCl.C(OCC)(=O)C.[Cl-].[NH4+]>[OH:60][C@@H:55]1[CH2:56][CH2:57][CH2:58][CH2:59][C@H:54]1[CH2:53][NH:52][C:10]([C:9]1[C:4]([CH:1]([CH3:2])[CH3:3])=[N:5][C:6]([N:14]2[CH2:19][CH2:18][O:17][CH2:16][CH2:15]2)=[CH:7][C:8]=1[CH3:13])=[O:12] |f:2.3,4.5,9.10|. Reported procedure: To a solution of 2-isopropyl-4-methyl-6-morpholin-4-yl-pyridine-3-carboxylic acid (synthesized similar to the methods described in sections a) to d) of example X1) (0.20 g, 0.76 mmol) in dichloromethane (15 ml) are added N-ethyl-diisopropylamine (0.32 ml, 0.89 mmol), 1-ethyl-3-(3-dimethylaminopropyl) carbodiimide hydrochloride (0.17 g, 0.91 mmol), and 1-hydroxybenzotriazole hydrate (0.02 g, 0.15 mmol). The mixture is stirred for 15 min at RT, and then cooled to 0° C., before (1R,2S)-2-(aminometh... The reactants are C1CCOC1, CCO, Cc1onc(-c2cccc(F)c2)c1CN1C(=O)c2ccccc2C1=O, NN, O. The product is Cc1onc(-c2cccc(F)c2)c1CN. RXN SMILES: [CH2:29]1[O:30][CH2:31][CH2:32][CH2:33]1.[CH3:34][CH2:35][OH:36].[F:1][c:2]1[cH:3][c:4](-[c:8]2[n:9][o:10][c:11]([CH3:25])[c:12]2[CH2:13][N:14]2[C:15](=[O:16])[c:17]3[c:18]([cH:19][cH:20][cH:21][cH:22]3)[C:23]2=[O:24])[cH:5][cH:6][cH:7]1.[NH2:27][NH2:28].[OH2:26]>>[F:1][c:2]1[cH:3][c:4](-[c:8]2[n:9][o:10][c:11]([CH3:25])[c:12]2[CH2:13][NH2:14])[cH:5][cH:6][cH:7]1. Reactants: OCC(O)CO (glycerol), C1(=CC=CC=C1)C (toluene), O (water), C(CS)(=O)O (thioglycolic acid), C1(=CC=C(C=C1)S(=O)(=O)O)C (p-toluenesulfonic acid). The product is C(CS)(=O)OCC(OC(CS)=O)CO (Glycerol Dithioglycolate). Reaction SMILES: [OH:1][CH2:2][CH:3]([CH2:5][OH:6])[OH:4].[C:7]([OH:11])(=O)[CH2:8][SH:9].C1(C)C=C[C:15]([S:18](O)(=O)=O)=[CH:14]C=1.C1(C)C=CC=CC=1.[OH2:30]>>[C:14]([O:1][CH2:2][CH:3]([CH2:5][OH:6])[O:4][C:7](=[O:11])[CH2:8][SH:9])(=[O:30])[CH2:15][SH:18]. Reported procedure: A reaction mixture of 20 g. of glycerol, 40 g. of thioglycolic acid, 0.3 g. of p-toluenesulfonic acid, and 30 g. of toluene was refluxed in a nitrogen atmosphere, for 1 hr. at 108°-117° C and 1 hr. at 117° C to 120° C. 7.6 g. of water of condensation were collected, compared to an expected 7.8 g. The reaction mixture was stripped to a pot temperature of 120° C at 5 torr. The residual product was a clear and colourless liquid. The reactants are C1COC2(CCN(CC2)C(=O)N2CCCC2)O1 (1-(1-pyrrolidinylcarbonyl)-4-piperidone ethylene ketal), Cl.NC1=C(C(=N)N)C(=CC=C1)F (2-amino-6-fluorobenzamidine hydrochloride). Run in C(C)#N (acetonitrile). Product: Cl.FC1=C2C(=NC3(NC2=CC=C1)CCN(CC3)C(=O)N3CCCC3)N (5'-Fluoro-1-(pyrrolidinylcarbonyl)spiro[piperidine-4,2'(1'H)-quinazoline]-4'-amine hydrochloride). Yield: 29.9%. RXN SMILES: C1O[C:4]2([CH2:9][CH2:8][N:7]([C:10]([N:12]3[CH2:16][CH2:15][CH2:14][CH2:13]3)=[O:11])[CH2:6][CH2:5]2)OC1.[ClH:18].[NH2:19][C:20]1[CH:28]=[CH:27][CH:26]=[C:25]([F:29])[C:21]=1[C:22]([NH2:24])=[NH:23]>C(#N)C>[ClH:18].[F:29][C:25]1[CH:26]=[CH:27][CH:28]=[C:20]2[C:21]=1[C:22]([NH2:24])=[N:23][C:4]1([CH2:5][CH2:6][N:7]([C:10]([N:12]3[CH2:13][CH2:14][CH2:15][CH2:16]3)=[O:11])[CH2:8][CH2:9]1)[NH:19]2 |f:1.2,4.5|. Reported procedure: 1-(1-pyrrolidinylcarbonyl)-4-piperidone ethylene ketal (120 mg, 0.5 mmol) and 2-amino-6-fluorobenzamidine hydrochloride (113 mg, 0.5 mmol) in dry acetonitrile (10 ml) were heated at reflux for 18 h. The mixture was cooled and filtered and the filtrate treated with an equal volume of dry ether. After standing in the refrigerator overnight the pale yellow solid which separated was filtered, washed with dry ether and dried to give the title compound (55 mg), m.p. 246°-248° C. (dec.). Starting materials: C(=O)(OC(C)(C)C)NC1=CC=C(C=C1)C(N)=S (4-Bocamino-benzenethiocarboxamide), 3-(2-bromoacetyl)hydroquinolin-2-one, C(#N)C1=CC=C(NC(=O)OC(C)(C)C)C=C1 (4-cyano-tert-butyloxycarbonylaniline), S (H2S). Solvent: CO (MeOH), N1=CC=CC=C1 (pyridine), TEA. Yields the product C(C)(C)(C)OC(NC1=CC=C(C=C1)C=1SC=C(N1)C=1C(NC2=CC=CC=C2C1)=O)=O ({4-[4-(2-Oxo-1,2-dihydro-quinolin-3-yl)-thiazol-2-yl]-phenyl}-carbamic acid tert-butyl ester). As a reaction SMILES: C([C:3]1[CH:16]=[CH:15][C:6]([NH:7][C:8]([O:10]C(C)(C)C)=O)=[CH:5][CH:4]=1)#N.S.[C:18]([NH:25][C:26]1[CH:31]=[CH:30][C:29]([C:32](=[S:34])[NH2:33])=[CH:28][CH:27]=1)([O:20][C:21]([CH3:24])([CH3:23])[CH3:22])=[O:19]>N1C=CC=CC=1.CO>[C:21]([O:20][C:18](=[O:19])[NH:25][C:26]1[CH:27]=[CH:28][C:29]([C:32]2[S:34][CH:16]=[C:3]([C:4]3[C:8](=[O:10])[NH:7][C:6]4[C:5]([CH:5]=3)=[CH:4][CH:3]=[CH:16][CH:15]=4)[N:33]=2)=[CH:30][CH:31]=1)([CH3:24])([CH3:23])[CH3:22]. Reported procedure: A solution of 4-cyano-tert-butyloxycarbonylaniline (2.20 g, 10.0 mmol) in 20 mL of pyridine and 5 mL of TEA was purged with H2S gas for 7.0 h. Solvents were removed under vacuum. The resulting crude 4-Boc-aminobenzene-thiocarboxamide (yellow residue, 70% purity) was used directly in the next step. A solution of 4-Bocamino-benzenethiocarboxamide (205 mg, 70% pure, 0.57 mmol) and 3-(2-bromoacetyl)hydroquinolin-2-one (Example 27b, 78 mg, 0.29 mmol) in 50 mL of MeOH was heated at reflux for 4 h. Aft... The reactants are [N+](=O)([O-])C=1C=C(C2=C(N=CS2=O)C1)C (5-nitro-7-methylbenzothiazolone), BrC(C(=O)OCC)C(=O)OCC (diethyl bromomalonate), [Na] (sodium). The solvent is C(C)O (ethanol). Product: CC1=CC(=CC=2N(CS(C21)=O)C(C(=O)OCC)C(=O)OCC)[N+](=O)[O-] (7-methyl-5-nitro-3-(bis-ethoxycarbonyl-methyl)-benzothiazolone). RXN SMILES: [Na].[N+:2]([C:5]1[CH:6]=[C:7]([CH3:15])[C:8]2[S:12](=[O:13])[CH:11]=[N:10][C:9]=2[CH:14]=1)([O-:4])=[O:3].Br[CH:17]([C:23]([O:25][CH2:26][CH3:27])=[O:24])[C:18]([O:20][CH2:21][CH3:22])=[O:19]>C(O)C>[CH3:15][C:7]1[C:8]2[S:12](=[O:13])[CH2:11][N:10]([CH:17]([C:18]([O:20][CH2:21][CH3:22])=[O:19])[C:23]([O:25][CH2:26][CH3:27])=[O:24])[C:9]=2[CH:14]=[C:5]([N+:2]([O-:4])=[O:3])[CH:6]=1 |^1:0|. Procedure: 0.69 g (0.03 g atom) of sodium is dissolved in 100 ml of ethanol. 6.3 g (0.03 mol) of 5-nitro-7-methylbenzothiazolone and then 7.17 g (0.03 mol) of diethyl bromomalonate are added to the solution. The reaction mixture is heated under reflux for 8 hours, poured onto ice and the precipitated product is recrystallized from a little ethanol. 4 g 36% of theory) of 7-methyl-5-nitro-3-(bis-ethoxycarbonyl-methyl)-benzothiazolone are obtained in the form of colorless needles of melting point 97° C. Reactants: CCCCCCc1cccc(-c2nc(I)c(C(=O)N3CCC(N4CCCC4CO)CC3)n2C)c1, OB(O)c1ccncc1. Product: CCCCCCc1cccc(-c2nc(-c3ccncc3)c(C(=O)N3CCC(N4CCCC4CO)CC3)n2C)c1. RXN SMILES: [CH2:1]([CH2:2][CH2:3][CH2:4][CH2:5][CH3:6])[c:7]1[cH:8][c:9](-[c:13]2[n:14][c:15]([I:34])[c:16]([C:19](=[O:20])[N:21]3[CH2:22][CH2:23][CH:24]([N:27]4[CH:28]([CH2:32][OH:33])[CH2:29][CH2:30][CH2:31]4)[CH2:25][CH2:26]3)[n:17]2[CH3:18])[cH:10][cH:11][cH:12]1.[n:35]1[cH:36][cH:37][c:38]([B:41]([OH:42])[OH:43])[cH:39][cH:40]1>>[CH2:1]([CH2:2][CH2:3][CH2:4][CH2:5][CH3:6])[c:7]1[cH:8][c:9](-[c:13]2[n:14][c:15](-[c:38]3[cH:37][cH:36][n:35][cH:40][cH:39]3)[c:16]([C:19](=[O:20])[N:21]3[CH2:22][CH2:23][CH:24]([N:27]4[CH:28]([CH2:32][OH:33])[CH2:29][CH2:30][CH2:31]4)[CH2:25][CH2:26]3)[n:17]2[CH3:18])[cH:10][cH:11][cH:12]1. Reactants: [H][H], O=C(NC1c2cc([N+](=O)[O-])ccc2CC1O)c1ccc(-c2ccccc2)cc1, CN(C)C=O. The product is Nc1ccc2c(c1)C(NC(=O)c1ccc(-c3ccccc3)cc1)C(O)C2. RXN SMILES: [H:29][H:30].[N+:1]([O-:2])(=[O:3])[c:4]1[cH:5][cH:6][c:7]2[c:11]([cH:12]1)[CH:10]([NH:13][C:14](=[O:15])[c:16]1[cH:17][cH:18][c:19](-[c:22]3[cH:23][cH:24][cH:25][cH:26][cH:27]3)[cH:20][cH:21]1)[CH:9]([OH:28])[CH2:8]2.[O:31]=[CH:32][N:33]([CH3:34])[CH3:35]>>[NH2:1][c:4]1[cH:5][cH:6][c:7]2[c:11]([cH:12]1)[CH:10]([NH:13][C:14](=[O:15])[c:16]1[cH:17][cH:18][c:19](-[c:22]3[cH:23][cH:24][cH:25][cH:26][cH:27]3)[cH:20][cH:21]1)[CH:9]([OH:28])[CH2:8]2.